This data is from the Open Reaction Database (ORD), a public repository of structured organic reaction records. The task is: describe an organic reaction: reactants, conditions, products, and yield The product is Cc1cccc2[nH]cc(CCN)c12. As a reaction SMILES: [CH2:25]([c:26]1[cH:27][cH:28][cH:29][cH:30][cH:31]1)[c:32]1[cH:33][cH:34][cH:35][cH:36][cH:37]1.[CH3:18][CH2:19][O:20][C:21](=[O:22])[CH3:23].[CH3:1][c:2]1[cH:3][cH:4][cH:5][c:6]2[nH:7][cH:8][c:9]([CH2:10][CH:11]([NH2:12])[C:13]([OH:14])=[O:15])[c:16]12.[ClH:24].[OH2:17]>>[CH3:1][c:2]1[cH:3][cH:4][cH:5][c:6]2[nH:7][cH:8][c:9]([CH2:10][CH2:11][NH2:12])[c:16]12. The reactants are c1ccc(Cc2ccccc2)cc1, CCOC(C)=O, Cc1cccc2[nH]cc(CC(N)C(=O)O)c12, Cl, O. The reactants are Tetrakis triphenylphosphine palladium(0), C(C)O[Si](\C=C\[Sn](CCCC)(CCCC)CCCC)(OCC)OCC ((E)-triethoxy(2-(tributylstannyl)vinyl)silane), NC1=C(C(=NC(=N1)C1=C(C(=C(C=C1)Cl)OC)F)C(=O)OC)I (methyl 6-amino-2-(4-chloro-2-fluoro-3-methoxyphenyl)-5-iodopyrimidine-4-carboxylate). The solvent is CN(C=O)C (N,N-dimethylformamide), O (water). Run at temperature 90 celsius, time 5 day. Product: NC1=C(C(=NC(=N1)C1=C(C(=C(C=C1)Cl)OC)F)C(=O)OC)\C=C\[Si](OCC)(OCC)OCC ((E)-methyl 6-amino-2-(4-chloro-2-fluoro-3-methoxyphenyl)-5-(2-(triethoxysilyl)vinyl)pyrimidine-4-carboxylate). Yield: 5.4%. Reaction SMILES: [CH2:1]([O:3][Si:4]([O:23][CH2:24][CH3:25])([O:20][CH2:21][CH3:22])/[CH:5]=[CH:6]/[Sn](CCCC)(CCCC)CCCC)[CH3:2].[NH2:26][C:27]1[N:32]=[C:31]([C:33]2[CH:38]=[CH:37][C:36]([Cl:39])=[C:35]([O:40][CH3:41])[C:34]=2[F:42])[N:30]=[C:29]([C:43]([O:45][CH3:46])=[O:44])[C:28]=1I>CN(C)C=O.O>[NH2:26][C:27]1[N:32]=[C:31]([C:33]2[CH:38]=[CH:37][C:36]([Cl:39])=[C:35]([O:40][CH3:41])[C:34]=2[F:42])[N:30]=[C:29]([C:43]([O:45][CH3:46])=[O:44])[C:28]=1/[CH:6]=[CH:5]/[Si:4]([O:3][CH2:1][CH3:2])([O:20][CH2:21][CH3:22])[O:23][CH2:24][CH3:25]. Procedure details: Tetrakis triphenylphosphine palladium(0) (160 mg, 0.14 mmol, 0.10 equiv) and (E)-triethoxy(2-(tributylstannyl)vinyl)silane (990 mg, 2.1 mmol, 1.5 equiv) were sequentially added to a stirred solution of methyl 6-amino-2-(4-chloro-2-fluoro-3-methoxyphenyl)-5-iodopyrimidine-4-carboxylate (600 mg, 1.4 mmol, 1.0 equiv) in N,N-dimethylformamide (5.5 mL) at room temperature. The heterogeneous yellow mixture was heated at 90° C. and stirred for 5 d. The cooled reaction mixture was diluted with water (30...